This data is from the Open Reaction Database (ORD), a public repository of structured organic reaction records. The task is: describe an organic reaction: reactants, conditions, products, and yield Starting materials: F[B-](F)(F)F, O=C([O-])O, CC[O+](CC)CC, O=C1CN(C(=O)c2cccc(C(F)(F)F)c2Cl)CCN1, ClCCl, [Na+], O. Yields the product CCOC1=NCCN(C(=O)c2cccc(C(F)(F)F)c2Cl)C1. RXN SMILES: [B-:21]([F:22])([F:23])([F:24])[F:25].[C:34](=[O:35])([O-:36])[OH:37].[CH2:26]([CH3:27])[O+:28]([CH2:29][CH3:30])[CH2:31][CH3:32].[Cl:1][c:2]1[c:3]([C:12](=[O:13])[N:14]2[CH2:15][C:16](=[O:20])[NH:17][CH2:18][CH2:19]2)[cH:4][cH:5][cH:6][c:7]1[C:8]([F:9])([F:10])[F:11].[Cl:39][CH2:40][Cl:41].[Na+:38].[OH2:33]>>[Cl:1][c:2]1[c:3]([C:12](=[O:13])[N:14]2[CH2:15][C:16]([O:20][CH2:26][CH3:27])=[N:17][CH2:18][CH2:19]2)[cH:4][cH:5][cH:6][c:7]1[C:8]([F:9])([F:10])[F:11]. Reactants: Cl.Cl.C(C)(C)(C)C1=C(C=CC=C1)NC1CCNCC1 ((2-tert-butyl-phenyl)-piperidin-4-yl-amine dihydrochloride), C1(=CC=CC=C1)C1=CC(=NN1)C(=O)NCC(=O)O ([(5-phenyl-1H-pyrazole-3-carbonyl)-amino]-acetic acid), CCN(C(C)C)C(C)C (DIPEA), C=1C=CC2=C(C1)N=NN2O (HOBt), CCN=C=NCCCN(C)C.Cl (EDCI.HCl). Run in CN(C)C=O (DMF), O (water). Conditions: time 8 hour. The product is C(C)(C)(C)C1=C(C=CC=C1)NC1CCN(CC1)C(CNC(=O)C1=NNC(=C1)C1=CC=CC=C1)=O (5-phenyl-1H-pyrazole-3-carboxylic acid {2-[4-(2-tert-butyl-phenylamino)-piperidin-1-yl]-2-oxo-ethyl}-amide). Yield: 46.2%. Reaction SMILES: [C:1]1([C:7]2[NH:11][N:10]=[C:9]([C:12]([NH:14][CH2:15][C:16]([OH:18])=O)=[O:13])[CH:8]=2)[CH:6]=[CH:5][CH:4]=[CH:3][CH:2]=1.CCN(C(C)C)C(C)C.C1C=CC2N(O)N=NC=2C=1.CCN=C=NCCCN(C)C.Cl.Cl.Cl.[C:52]([C:56]1[CH:61]=[CH:60][CH:59]=[CH:58][C:57]=1[NH:62][CH:63]1[CH2:68][CH2:67][NH:66][CH2:65][CH2:64]1)([CH3:55])([CH3:54])[CH3:53]>CN(C=O)C.O>[C:52]([C:56]1[CH:61]=[CH:60][CH:59]=[CH:58][C:57]=1[NH:62][CH:63]1[CH2:68][CH2:67][N:66]([C:16](=[O:18])[CH2:15][NH:14][C:12]([C:9]2[CH:8]=[C:7]([C:1]3[CH:2]=[CH:3][CH:4]=[CH:5][CH:6]=3)[NH:11][N:10]=2)=[O:13])[CH2:65][CH2:64]1)([CH3:55])([CH3:53])[CH3:54] |f:3.4,5.6.7|. Procedure: To a stirred solution of [(5-phenyl-1H-pyrazole-3-carbonyl)-amino]-acetic acid (0.088 g, 0.00036 mol) in DMF (2 mL) was added DIPEA (0.211 g, 0.0016 mol), HOBt (0.048 g, 0.00036 mol) and EDCI.HCl (0.125 g, 0.000655 mol) at ambient temperature. After 2 minutes (2-tert-butyl-phenyl)-piperidin-4-yl-amine dihydrochloride (0.1 g, 0.00033 mol) was added and the resulting mixture was stirred overnight. The reaction mixture was then diluted with cold water. The resulting precipitate was isolated by filt... Reactants: CCOC(C)=O, CO, CCS(=O)(=O)Nc1ccc(NCC2CCC(F)(F)CC2)c([N+](=O)[O-])c1. Product: CCS(=O)(=O)Nc1ccc(NCC2CCC(F)(F)CC2)c(N)c1. Reaction SMILES: [CH3:26][CH2:27][O:28][C:29]([CH3:30])=[O:31].[CH3:32][OH:33].[F:1][C:2]1([F:25])[CH2:3][CH2:4][CH:5]([CH2:8][NH:9][c:10]2[c:11]([N+:22]([O-:23])=[O:24])[cH:12][c:13]([NH:16][S:17](=[O:18])(=[O:19])[CH2:20][CH3:21])[cH:14][cH:15]2)[CH2:6][CH2:7]1>>[F:1][C:2]1([F:25])[CH2:3][CH2:4][CH:5]([CH2:8][NH:9][c:10]2[c:11]([NH2:22])[cH:12][c:13]([NH:16][S:17](=[O:18])(=[O:19])[CH2:20][CH3:21])[cH:14][cH:15]2)[CH2:6][CH2:7]1. The reactants are O=C1CCC(=O)N1Br, Cc1cc(Br)ccc1F, ClC(Cl)(Cl)Cl, c1ccc(COOCc2ccccc2)cc1, O=C1CCC(=O)N1. Product: Fc1ccc(Br)cc1CBr. As a reaction SMILES: [Br:10][N:11]1[C:12](=[O:13])[CH2:14][CH2:15][C:16]1=[O:17].[Br:1][c:2]1[cH:3][cH:4][c:5]([F:9])[c:6]([CH3:8])[cH:7]1.[C:41]([Cl:42])([Cl:43])([Cl:44])[Cl:45].[CH2:18]([O:19][O:20][CH2:21][c:22]1[cH:23][cH:24][cH:25][cH:26][cH:27]1)[c:28]1[cH:29][cH:30][cH:31][cH:32][cH:33]1.[O:34]=[C:35]1[NH:36][C:37](=[O:38])[CH2:39][CH2:40]1>>[Br:1][c:2]1[cH:3][cH:4][c:5]([F:9])[c:6]([CH2:8][Br:10])[cH:7]1.